describe an organic reaction: reactants, conditions, products, and yield From a dataset of the Open Reaction Database (ORD), a public repository of structured organic reaction records. Reactants: CO, COC(=O)Oc1ccc(F)c(N)c1, N. Yields the product Nc1cc(O)ccc1F. Reaction SMILES: [CH3:15][OH:16].[F:2][c:3]1[c:4]([NH2:5])[cH:6][c:7]([O:10][C:11]([O:12][CH3:13])=[O:14])[cH:8][cH:9]1.[NH3:1]>>[F:2][c:3]1[c:4]([NH2:5])[cH:6][c:7]([OH:10])[cH:8][cH:9]1. The reactants are OC=1C=C(C=CC1O)C(CCCC(=O)O)=O (5-(3,4-dihydroxyphenyl)-5-oxopentanoic acid), 15g, CO (methanol). Product: COC(CCCC(=O)C1=CC(=C(C=C1)O)O)=O (5-(3,4-dihydroxyphenyl)-5-oxo-pentanoic acid methyl ester). As a reaction SMILES: [OH:1][C:2]1[CH:3]=[C:4]([C:9](=[O:16])[CH2:10][CH2:11][CH2:12][C:13]([OH:15])=[O:14])[CH:5]=[CH:6][C:7]=1[OH:8].[CH3:17]O>>[CH3:17][O:14][C:13](=[O:15])[CH2:12][CH2:11][CH2:10][C:9]([C:4]1[CH:5]=[CH:6][C:7]([OH:8])=[C:2]([OH:1])[CH:3]=1)=[O:16]. Procedure: A solution of 5.6g of 5-(3,4-dihydroxyphenyl)-5-oxopentanoic acid in 300 ml of methanol is stirred together with 15g of Amberlyst 15 for 16 hours at room temperature. The reaction mixture is filtered on diatomaceous earth, concentrated by evaporation and the residue is chromatographed on silica gel with hexane/ethyl acetate (20-60%). 3.7 g of 5-(3,4-dihydroxyphenyl)-5-oxo-pentanoic acid methyl ester of melting point 104°-106° C. is obtained. Reactants: NC=1C=CC(=C(C1)[C@]1(N=C(OCC1(F)F)N)C)F ((R)-4-(5-amino-2-fluoro-phenyl)-5,5-difluoro-4-methyl-5,6-dihydro-4H-[1,3]oxazin-2-ylamine), FC(COC=1C=CC(=NC1)C(=O)O)F (5-(2,2-difluoro-ethoxy)-pyridine-2-carboxylic acid). The product is NC=1OCC([C@@](N1)(C)C=1C=C(C=CC1F)NC(=O)C1=NC=C(C=C1)OCC(F)F)(F)F (5-(2,2-Difluoro-ethoxy)-pyridine-2-carboxylic acid [3-((R)-2-amino-5,5-difluoro-4-methyl-5,6-dihydro-4H-[1,3]oxazin-4-yl)-4-fluoro-phenyl]-amide). Reaction SMILES: [NH2:1][C:2]1[CH:3]=[CH:4][C:5]([F:18])=[C:6]([C@:8]2([CH3:17])[C:13]([F:15])([F:14])[CH2:12][O:11][C:10]([NH2:16])=[N:9]2)[CH:7]=1.[F:19][CH:20]([F:32])[CH2:21][O:22][C:23]1[CH:24]=[CH:25][C:26]([C:29](O)=[O:30])=[N:27][CH:28]=1>>[NH2:16][C:10]1[O:11][CH2:12][C:13]([F:14])([F:15])[C@:8]([C:6]2[CH:7]=[C:2]([NH:1][C:29]([C:26]3[CH:25]=[CH:24][C:23]([O:22][CH2:21][CH:20]([F:32])[F:19])=[CH:28][N:27]=3)=[O:30])[CH:3]=[CH:4][C:5]=2[F:18])([CH3:17])[N:9]=1. Procedure details: The condensation of (R)-4-(5-amino-2-fluoro-phenyl)-5,5-difluoro-4-methyl-5,6-dihydro-4H-[1,3]oxazin-2-ylamine (intermediate XI-1) and 5-(2,2-difluoro-ethoxy)-pyridine-2-carboxylic acid (CAS1097730-45-4, WO2009091016) following procedure I yielded the title compound as a white solid. MS (ISP): m/z=445.2 [M+H]+. Starting materials: C([O-])([O-])=O.[Na+].[Na+] (sodium carbonate), O(C1=CC=CC=C1)C1=CC=C(C=C1)B(O)O (4-phenoxyphenylboronic acid), BrC=1C(=NC=CC1)N (3-bromopyridin-2-amine). Reagents/catalysts: C=1C=CC(=CC1)[P](C=2C=CC=CC2)(C=3C=CC=CC3)[Pd]([P](C=4C=CC=CC4)(C=5C=CC=CC5)C=6C=CC=CC6)([P](C=7C=CC=CC7)(C=8C=CC=CC8)C=9C=CC=CC9)[P](C=1C=CC=CC1)(C=1C=CC=CC1)C=1C=CC=CC1 (tetrakis(triphenylphosphine)palladium(0)). Run in O (water), COCCOC (1,2-dimethoxyethane), O (water). Reaction conditions: temperature 80 celsius, time 8 hour. Yields the product O(C1=CC=CC=C1)C1=CC=C(C=C1)C=1C(=NC=CC1)N (3-(4-phenoxyphenyl)pyridin-2-amine). The yield is 97.1%. Reaction SMILES: C(=O)([O-])[O-].[Na+].[Na+].[O:7]([C:14]1[CH:19]=[CH:18][C:17](B(O)O)=[CH:16][CH:15]=1)[C:8]1[CH:13]=[CH:12][CH:11]=[CH:10][CH:9]=1.Br[C:24]1[C:25]([NH2:30])=[N:26][CH:27]=[CH:28][CH:29]=1>COCCOC.O.C1C=CC([P]([Pd]([P](C2C=CC=CC=2)(C2C=CC=CC=2)C2C=CC=CC=2)([P](C2C=CC=CC=2)(C2C=CC=CC=2)C2C=CC=CC=2)[P](C2C=CC=CC=2)(C2C=CC=CC=2)C2C=CC=CC=2)(C2C=CC=CC=2)C2C=CC=CC=2)=CC=1>[O:7]([C:14]1[CH:19]=[CH:18][C:17]([C:24]2[C:25]([NH2:30])=[N:26][CH:27]=[CH:28][CH:29]=2)=[CH:16][CH:15]=1)[C:8]1[CH:13]=[CH:12][CH:11]=[CH:10][CH:9]=1 |f:0.1.2,^1:41,43,62,81|. Reported procedure: A mixture of sodium carbonate (1.905 g), tetrakis(triphenylphosphine)palladium(0) (519 mg), 4-phenoxyphenylboronic acid (2.5 g) and 3-bromopyridin-2-amine (1.555 g) in 1,2-dimethoxyethane (60 mL) and water (12 mL) was stirred overnight at 80° C. The reaction mixture was added to water, and the mixture was extracted with ethyl acetate. The organic layer was washed with saturated brine, dried over anhydrous magnesium sulfate, and concentrated under reduced pressure. The residue was purified by sil... Reactants: Cl.C(C)O.O (hydrochloric acid ethanol water), FC1=CC=C(C=C1)N1C(C(OC2=C1C=CC(=C2)N(S(=O)(=O)C)S(=O)(=O)C)(C)C)=O (N-[4-(4-fluorophenyl)-2,2-dimethyl-3-oxo-3,4-dihydro-2H-1,4-benzoxazin-7-yl]-N-(methylsulfonyl)methanesulfonamide), CC1(OC2=C(NC1=O)C=CC(=C2)N(S(=O)(=O)C)S(=O)(=O)C)C (N-(2,2-dimethyl-3-oxo-3,4-dihydro-2H-1,4-benzoxazin-7-yl)-N-(methylsulfonyl)methanesulfonamide), [OH-].[Na+] (sodium hydroxide). Solvent: C(C)O (ethanol). Conditions: time 8 hour. Product: FC1=CC=C(C=C1)N1C(C(OC2=C1C=CC(=C2)NS(=O)(=O)C)(C)C)=O (N-[4-(4-fluorophenyl)-2,2-dimethyl-3-oxo-3,4-dihydro-2H-1,4-benzoxazin-7-yl]methanesulfonamide). Yield: 97.1%. Reaction SMILES: [F:1][C:2]1[CH:7]=[CH:6][C:5]([N:8]2[C:13]3[CH:14]=[CH:15][C:16]([N:18](S(C)(=O)=O)[S:19]([CH3:22])(=[O:21])=[O:20])=[CH:17][C:12]=3[O:11][C:10]([CH3:28])([CH3:27])[C:9]2=[O:29])=[CH:4][CH:3]=1.[OH-].[Na+].CC1(C)C(=O)NC2C=CC(N(S(C)(=O)=O)S(C)(=O)=O)=CC=2O1.Cl.C(O)C.O>C(O)C>[F:1][C:2]1[CH:3]=[CH:4][C:5]([N:8]2[C:13]3[CH:14]=[CH:15][C:16]([NH:18][S:19]([CH3:22])(=[O:20])=[O:21])=[CH:17][C:12]=3[O:11][C:10]([CH3:27])([CH3:28])[C:9]2=[O:29])=[CH:6][CH:7]=1 |f:1.2,4.5.6|. Procedure: To a suspension of N-[4-(4-fluorophenyl)-2,2-dimethyl-3-oxo-3,4-dihydro-2H-1,4-benzoxazin-7-yl]-N-(methylsulfonyl)methanesulfonamide (1 g) in ethanol (3 mL) was added dropwise an aqueous sodium hydroxide solution (0.18 g/3 mL) at 25° C., then ethanol/water (1:1.2 mL) was added thereto, and the mixture was stirred overnight at the same temperature. To the reaction mixture was added dropwise concentrated hydrochloric acid/ethanol/water (0.24 g/0.5 mL/0.35 mL) at 25° C., and the mixture was stirred... Reactants: CO, O=C(O)c1c(F)ccc([N+](=O)[O-])c1F, C=[N+]=[N-], N#N, C[Si](C)(C)C=[N+]=[N-]. Yields the product COC(=O)c1c(F)ccc([N+](=O)[O-])c1F. As a reaction SMILES: [CH3:27][OH:28].[F:1][c:2]1[c:3]([C:4](=[O:5])[OH:6])[c:7]([F:14])[cH:8][cH:9][c:10]1[N+:11](=[O:12])[O-:13].[N+:15](=[N-:16])=[CH2:17].[N:25]#[N:26].[Si:18]([CH:19]=[N+:20]=[N-:21])([CH3:22])([CH3:23])[CH3:24]>>[F:1][c:2]1[c:3]([C:4](=[O:5])[O:6][CH3:17])[c:7]([F:14])[cH:8][cH:9][c:10]1[N+:11](=[O:12])[O-:13].